From a dataset of the Open Reaction Database (ORD), a public repository of structured organic reaction records. describe an organic reaction: reactants, conditions, products, and yield The reactants are CCOC(=O)Cn1ccc(N)n1, C1CCOC1, O=C(O)c1ccc(Cl)cc1. The product is CCOC(=O)Cn1ccc(NC(=O)c2ccc(Cl)cc2)n1. RXN SMILES: [CH2:1]([CH3:2])[O:3][C:4]([CH2:5][n:6]1[n:7][c:8]([NH2:11])[cH:9][cH:10]1)=[O:12].[CH2:23]1[O:24][CH2:25][CH2:26][CH2:27]1.[OH:13][C:14](=[O:15])[c:16]1[cH:17][cH:18][c:19]([Cl:20])[cH:21][cH:22]1>>[CH2:1]([CH3:2])[O:3][C:4]([CH2:5][n:6]1[n:7][c:8]([NH:11][C:14](=[O:13])[c:16]2[cH:17][cH:18][c:19]([Cl:20])[cH:21][cH:22]2)[cH:9][cH:10]1)=[O:12].